Dataset: the Open Reaction Database (ORD), a public repository of structured organic reaction records. Task: describe an organic reaction: reactants, conditions, products, and yield The reactants are C(C1=CC=CC=C1)(=O)N1CCC(CC1)=O (1-benzoyl-4-piperidone), COC(=O)C=P(C1=CC=CC=C1)(C2=CC=CC=C2)C3=CC=CC=C3 (methyl (triphenylphosphoranylidene) acetate). Run in C1(=CC=CC=C1)C (toluene). Reaction conditions: time 8 hour. Yields the product C1(=CC=CC=C1)P(C1=CC=CC=C1)(C1=CC=CC=C1)=O (triphenylphosphine oxide). The yield is 99.9%. Reaction SMILES: C(N1CCC(=O)CC1)(=[O:8])C1C=CC=CC=1.COC(C=[P:21]([C:34]1[CH:39]=[CH:38][CH:37]=[CH:36][CH:35]=1)([C:28]1[CH:33]=[CH:32][CH:31]=[CH:30][CH:29]=1)[C:22]1[CH:27]=[CH:26][CH:25]=[CH:24][CH:23]=1)=O>C1(C)C=CC=CC=1>[C:34]1([P:21](=[O:8])([C:28]2[CH:29]=[CH:30][CH:31]=[CH:32][CH:33]=2)[C:22]2[CH:27]=[CH:26][CH:25]=[CH:24][CH:23]=2)[CH:39]=[CH:38][CH:37]=[CH:36][CH:35]=1. Procedure details: Under N2, a mixture of 1-benzoyl-4-piperidone (10.2 g, 0.05 mol), methyl (triphenylphosphoranylidene) acetate (25 g. 0.074 mol) in toluene (100 ml) was heated at reflux for 7 hours. After stirring at room temperature overnight, the solid was filtered off to yield 13.9 g (100%) of triphenylphosphine oxide. The mother liquor was concentrated to dryness and the residue was treated with acetic acid (42 ml), H2O, (6 ml) and 12N HCl (6 ml). The mixture was heated at 80°-85° C. with stirring for 15 hou...